Task: describe an organic reaction: reactants, conditions, products, and yield. Dataset: the Open Reaction Database (ORD), a public repository of structured organic reaction records Isolated yield 37.7%. The solvent is C(Cl)(Cl)Cl (chloroform). Starting materials: CN1C(CC[C@@]2(C3=C(CC[C@@H]12)C=C(C=C3)Br)C)=O ((+)-(4aR)-(10bR)-4-methyl-8-bromo-10b-methyl-1,2,3,4,4a,5,6,10b-octahydrobenzo[f]quinolin-3-one), FC(C1=C(C=CC(=C1)F)B(O)O)(F)F (2-trifluoromethyl-4-fluorophenylboronic acid), C([O-])([O-])=O.[Na+].[Na+] (sodium carbonate), C1CCOC1 (THF). Reagents/catalysts: [Pd].C1(=CC=CC=C1)P(C1=CC=CC=C1)C1=CC=CC=C1.C1(=CC=CC=C1)P(C1=CC=CC=C1)C1=CC=CC=C1.C1(=CC=CC=C1)P(C1=CC=CC=C1)C1=CC=CC=C1.C1(=CC=CC=C1)P(C1=CC=CC=C1)C1=CC=CC=C1 (tetrakis(triphenylphosphine) palladium (0)). RXN SMILES: [CH3:1][N:2]1[C@H:11]2[C@@:6]([CH3:17])([C:7]3[CH:15]=[CH:14][C:13](Br)=[CH:12][C:8]=3[CH2:9][CH2:10]2)[CH2:5][CH2:4][C:3]1=[O:18].[F:19][C:20]([F:32])([F:31])[C:21]1[CH:26]=[C:25]([F:27])[CH:24]=[CH:23][C:22]=1B(O)O.C(=O)([O-])[O-].[Na+].[Na+].C1COCC1>C(Cl)(Cl)Cl.[Pd].C1(P(C2C=CC=CC=2)C2C=CC=CC=2)C=CC=CC=1.C1(P(C2C=CC=CC=2)C2C=CC=CC=2)C=CC=CC=1.C1(P(C2C=CC=CC=2)C2C=CC=CC=2)C=CC=CC=1.C1(P(C2C=CC=CC=2)C2C=CC=CC=2)C=CC=CC=1>[CH3:1][N:2]1[CH:11]2[C@@:6]([CH3:17])([C:7]3[CH:15]=[CH:14][C:13]([C:22]4[CH:23]=[CH:24][C:25]([F:27])=[CH:26][C:21]=4[C:20]([F:19])([F:32])[F:31])=[CH:12][C:8]=3[CH2:9][CH2:10]2)[CH2:5][CH2:4][C:3]1=[O:18] |f:2.3.4,7.8.9.10.11|. Yields the product CN1C(CC[C@@]2(C3=C(CCC12)C=C(C=C3)C3=C(C=C(C=C3)F)C(F)(F)F)C)=O ((10bR)-4-methyl-8-(2-trifluoromethyl-4-fluorophenyl)-10b-methyl-1,2,3,4,4a,5,6,10b-octahydrobenzo[f]quinolin-3-one). Reported procedure: A 15 mL round bottom flask was charged with (+)-(4aR)-(10bR)-4-methyl-8-bromo-10b-methyl-1,2,3,4,4a,5,6,10b-octahydrobenzo[f]quinolin-3-one (200 mg, 0.65 mmol), tetrakis(triphenylphosphine) palladium (0) (23 mg, 0.02 mmol), 2-trifluoromethyl-4-fluorophenylboronic acid (162 mg, 0.78 mmol), 0.65 mL of 2M sodium carbonate solution and 2 mL of THF, fitted with a reflux condenser, and the stirred mixture was heated at 80°, under nitrogen, for 24 h. The mixture was cooled, diluted with chloroform (75 ... The reactants are C1(=CC=CC2=CC=CC=C12)S(=O)(=O)O.C=O (naphthalenesulfonic acid formaldehyde), C=O (formaldehyde). The product is C1(=CC=CC2=CC=CC=C12)S(=O)(=O)O (naphthalenesulfonic acid), C=O (formaldehyde). As a reaction SMILES: [C:1]1([S:11]([OH:14])(=[O:13])=[O:12])[C:10]2[C:5](=[CH:6][CH:7]=[CH:8][CH:9]=2)[CH:4]=[CH:3][CH:2]=1.[CH2:15]=[O:16].C=O>>[C:1]1([S:11]([OH:14])(=[O:12])=[O:13])[C:10]2[C:5](=[CH:6][CH:7]=[CH:8][CH:9]=2)[CH:4]=[CH:3][CH:2]=1.[CH2:15]=[O:16] |f:0.1|. Procedure details: Process for the preparation of naphthalenesulfonic acid/formaldehyde condensates having a low content of free formaldehyde, in which the condensation products of naphthalenesulfonic acid and formaldehyde obtained after the condensation, are brought to a pH of greater than 11.5 at a temperature of not less than 80° C. immediately after the condensation, and are kept under these conditions until the desired formaldehyde content is reached. The resins are preferably used as plasticizers for buildin... As a reaction SMILES: [NH2:1][CH:2]([C:10]1[C:15]([O:16][CH3:17])=[CH:14][CH:13]=[CH:12][C:11]=1[O:18][CH3:19])[CH2:3][CH2:4][CH2:5][C:6]([O:8]C)=O.[N:20]1[N:21]([C:25]2[CH:26]=[C:27]([CH:30]=[CH:31][CH:32]=2)[CH:28]=O)[N:22]=[CH:23][CH:24]=1>>[N:20]1[N:21]([C:25]2[CH:26]=[C:27]([CH:30]=[CH:31][CH:32]=2)[CH2:28][N:1]2[CH:2]([C:10]3[C:15]([O:16][CH3:17])=[CH:14][CH:13]=[CH:12][C:11]=3[O:18][CH3:19])[CH2:3][CH2:4][CH2:5][C:6]2=[O:8])[N:22]=[CH:23][CH:24]=1. Product: N=1N(N=CC1)C=1C=C(CN2C(CCCC2C2=C(C=CC=C2OC)OC)=O)C=CC1 (1-(3-(2H-1,2,3-triazol-2-yl)benzyl)-6-(2,6-dimethoxyphenyl)piperidin-2-one). Reported procedure: Prepared according to the described general procedure 1 (GP1) by reaction of methyl 5-amino-5-(2,6-dimethoxyphenyl)pentanoate with 3-(2H-1,2,3-triazol-2-yl)benzaldehyde. Subsequent purification by preparative HPLC afforded the target compound. LC-MS (conditions A): tR=0.83 min.; [M+H]+: 393.13 g/mol. Reactants: NC(CCCC(=O)OC)C1=C(C=CC=C1OC)OC (methyl 5-amino-5-(2,6-dimethoxyphenyl)pentanoate), N=1N(N=CC1)C=1C=C(C=O)C=CC1 (3-(2H-1,2,3-triazol-2-yl)benzaldehyde). The reactants are CNC (dimethylamine), C(C)O (ethanol), CN(CCCCCC(=O)OC(CCC\C=C/CCCCC)C(CCC\C=C/CCCCC)CCC\C=C/CCCCC)C ((6Z,16Z)-12-((Z)-dec-4-enyl)docosa-6,16-dien-11-yl 6-(dimethylamino)hexanoate). The product is CN(CCCCC(=O)OC(CCC\C=C/CCCCC)C(CCC\C=C/CCCCC)CCC\C=C/CCCCC)C ((6Z,16Z)-12-((Z)-dec-4-enyl)docosa-6,16-dien-11-yl 5-(dimethylamino)pentanoate), oil. The yield is 62.0%. RXN SMILES: CN(C)CC[CH2:5][CH2:6][CH2:7][C:8]([O:10][CH:11]([CH:22]([CH2:33][CH2:34][CH2:35]/[CH:36]=[CH:37]\[CH2:38][CH2:39][CH2:40][CH2:41][CH3:42])[CH2:23][CH2:24][CH2:25]/[CH:26]=[CH:27]\[CH2:28][CH2:29][CH2:30][CH2:31][CH3:32])[CH2:12][CH2:13][CH2:14]/[CH:15]=[CH:16]\[CH2:17][CH2:18][CH2:19][CH2:20][CH3:21])=[O:9].[CH3:44][NH:45][CH3:46].[CH2:47](O)C>>[CH3:44][N:45]([CH3:47])[CH2:46][CH2:5][CH2:6][CH2:7][C:8]([O:10][CH:11]([CH:22]([CH2:23][CH2:24][CH2:25]/[CH:26]=[CH:27]\[CH2:28][CH2:29][CH2:30][CH2:31][CH3:32])[CH2:33][CH2:34][CH2:35]/[CH:36]=[CH:37]\[CH2:38][CH2:39][CH2:40][CH2:41][CH3:42])[CH2:12][CH2:13][CH2:14]/[CH:15]=[CH:16]\[CH2:17][CH2:18][CH2:19][CH2:20][CH3:21])=[O:9]. Reported procedure: Using an analogous procedure to that described for the synthesis of (6Z,16Z)-12-((Z)-dec-4-enyl)docosa-6,16-dien-11-yl 6-(dimethylamino)hexanoate 11, (6Z,16Z)-12-((Z)-dec-4-enyl)docosa-6,16-dien-11-yl 5-(dimethylamino)pentanoate 13 was obtained as a pale yellow oil (1.9 g, 62%) from 5.6 M dimethylamine in ethanol (20 mL). 1H NMR (400 MHz, CDCl3) δ 5.45-5.28 (m, 6H), 4.95-4.90 (m, 1H), 2.34-2.23 (m, 4H), 2.23-2.20 (s, 6H), 2.06-1.92 (m, 12H), 1.70-1.58 (m, 5H), 1.58-1.44 (m, 5H), 1.44-1.15 (m, 25... Reactants: O=C1N(CCCC1(C1=CC=CC=C1)C1=CC=CC=C1)CC(=O)O (2-(2-oxo-3,3-diphenylpiperidin-1-yl)acetic acid), C(C1=CC=CC=C1)(C1=CC=CC=C1)N1CCC(CC1)N (1-benzhydrylpiperidin-4-amine). Yields the product C(C1=CC=CC=C1)(C1=CC=CC=C1)N1CCC(CC1)NC(CN1C(C(CCC1)(C1=CC=CC=C1)C1=CC=CC=C1)=O)=O (N-(1-benzhydrylpiperidin-4-yl)-2-(2-oxo-3,3-diphenylpiperidin-1-yl)acetamide). As a reaction SMILES: [O:1]=[C:2]1[C:7]([C:14]2[CH:19]=[CH:18][CH:17]=[CH:16][CH:15]=2)([C:8]2[CH:13]=[CH:12][CH:11]=[CH:10][CH:9]=2)[CH2:6][CH2:5][CH2:4][N:3]1[CH2:20][C:21](O)=[O:22].[CH:24]([N:37]1[CH2:42][CH2:41][CH:40]([NH2:43])[CH2:39][CH2:38]1)([C:31]1[CH:36]=[CH:35][CH:34]=[CH:33][CH:32]=1)[C:25]1[CH:30]=[CH:29][CH:28]=[CH:27][CH:26]=1>>[CH:24]([N:37]1[CH2:42][CH2:41][CH:40]([NH:43][C:21](=[O:22])[CH2:20][N:3]2[CH2:4][CH2:5][CH2:6][C:7]([C:8]3[CH:9]=[CH:10][CH:11]=[CH:12][CH:13]=3)([C:14]3[CH:15]=[CH:16][CH:17]=[CH:18][CH:19]=3)[C:2]2=[O:1])[CH2:39][CH2:38]1)([C:31]1[CH:36]=[CH:35][CH:34]=[CH:33][CH:32]=1)[C:25]1[CH:26]=[CH:27][CH:28]=[CH:29][CH:30]=1. Procedure: The title compound was prepared as described in Example 28B, reacting 2-(2-oxo-3,3-diphenylpiperidin-1-yl)acetic acid (Example 68E) with 1-benzhydrylpiperidin-4-amine (Example 48A). 1H NMR (300 MHz, CDCl3) δ ppm 7.14-7.43 (m, 20H), 6.58 (d, J=8.1 Hz, 1H), 4.24 (s, 1H), 4.01 (s, 2H), 3.72-3.84 (m, 1H), 3.53 (t, J=6.4 Hz, 2H), 2.70-2.77 (m, 2H), 2.58-2.63 (m, 2H), 1.97-2.08 (m, 2H), 1.76-1.91 (m, 5H), 1.41-1.50 (m, 1H); MS (ESI+) m/z 558 (M+H)+.